This data is from the Open Reaction Database (ORD), a public repository of structured organic reaction records. The task is: describe an organic reaction: reactants, conditions, products, and yield Reactants: CCO, CCCCCC, CCOC(=O)CCN(C)C(=O)c1ccc(NC(c2cc(-c3ccc(OC)nc3)oc2C)C2CCCCC2)cc1. Product: COc1ccc(-c2cc(C(Nc3ccc(C(=O)N(C)CCC(=O)O)cc3)C3CCCCC3)c(C)o2)cn1. RXN SMILES: [CH2:46]([OH:47])[CH3:48].[CH3:40][CH2:41][CH2:42][CH2:43][CH2:44][CH3:45].[CH:1]1([CH:7]([c:8]2[c:9]([CH3:21])[o:10][c:11](-[c:13]3[cH:14][n:15][c:16]([O:19][CH3:20])[cH:17][cH:18]3)[cH:12]2)[NH:22][c:23]2[cH:24][cH:25][c:26]([C:29](=[O:30])[N:31]([CH2:32][CH2:33][C:34](=[O:35])[O:36][CH2:37][CH3:38])[CH3:39])[cH:27][cH:28]2)[CH2:2][CH2:3][CH2:4][CH2:5][CH2:6]1>>[CH:1]1([CH:7]([c:8]2[c:9]([CH3:21])[o:10][c:11](-[c:13]3[cH:14][n:15][c:16]([O:19][CH3:20])[cH:17][cH:18]3)[cH:12]2)[NH:22][c:23]2[cH:24][cH:25][c:26]([C:29](=[O:30])[N:31]([CH2:32][CH2:33][C:34](=[O:35])[OH:36])[CH3:39])[cH:27][cH:28]2)[CH2:2][CH2:3][CH2:4][CH2:5][CH2:6]1. Reactants: BrBr (bromine), [Br-].[Al+3].[Br-].[Br-] (aluminum bromide), C12C(C3CC(CC(C1)C3)C2)NC(C)=O (N-(2-adamantyl)acetamide), ice water, S([O-])(O)=O.[Na+] (sodium bisulfite). The solvent is C(Cl)Cl (CH2Cl2). Conditions: temperature 90 celsius, time 8 hour. Yields the product BrC12CC3C(C(CC(C1)(C3)Br)C2)NC(C)=O (N-(5,7-dibromo-2-adamantyl)acetamide). Yield: 28.2%. Reaction SMILES: BrBr.[Br-:3].[Al+3].[Br-:5].[Br-].[CH:7]12[CH2:16][CH:11]3[CH2:12][CH:13]([CH2:15][CH:9]([CH2:10]3)[CH:8]1[NH:17][C:18](=[O:20])[CH3:19])[CH2:14]2.S(=O)(O)[O-].[Na+]>C(Cl)Cl>[Br:3][C:11]12[CH2:16][CH:7]3[CH2:14][C:13]([Br:5])([CH2:15][CH:9]([CH:8]3[NH:17][C:18](=[O:20])[CH3:19])[CH2:10]1)[CH2:12]2 |f:1.2.3.4,6.7|. Procedure: To bromine (20 mL, 40 mmol) and aluminum bromide (3.2 g, 20 mmol) was added N-(2-adamantyl)acetamide (4 g, 20 mmol) in portions. The reaction mixture was heated to 90° C. and stirred overnight. The mixture was cooled to rt and poured into ice/water. Satd aq sodium bisulfite was added slowly followed by dilution with CH2Cl2. The organic layer was separated, washed with brine, dried, filtered and concentrated. The crude product was purified by column chromatography to afford N-(5,7-dibromo-2-adama... The product is BrC1=CC=2N3C4=C(C=C(C=C4SC2C=C1)OCC=1C=NC=CC1)C(C(=C3)CC=3C=NC=NC3)=O (10-bromo-5-(3-pyridylmethyloxy)-2-(5-pyrimidinylmethyl)-3H-pyrido[3,2,1-kl]phenothiazin-3-one). The yield is 66.8%. Starting materials: BrC1=CC=2N3C4=C(C=C(C=C4SC2C=C1)O)C(C(=C3)CC=3C=NC=NC3)=O (10-bromo-5-hydroxy-2-(5-pyrimidinylmethyl)-3H-pyrido[3,2,1-kl]phenothiazin-3-one), Cl.ClCC=1C=NC=CC1 (3-chloromethylpyridine hydrochloride). Reported procedure: According to Example 34, the compound (109 mg) produced in Example 76 was reacted with 3-chloromethylpyridine hydrochloride (62 mg) to obtain the title compound (88 mg; 67%). As a reaction SMILES: [Br:1][C:2]1[CH:15]=[CH:14][C:13]2[S:12][C:11]3[C:6]4=[C:7]([C:17](=[O:27])[C:18]([CH2:20][C:21]5[CH:22]=[N:23][CH:24]=[N:25][CH:26]=5)=[CH:19][N:5]4[C:4]=2[CH:3]=1)[CH:8]=[C:9]([OH:16])[CH:10]=3.Cl.Cl[CH2:30][C:31]1[CH:32]=[N:33][CH:34]=[CH:35][CH:36]=1>>[Br:1][C:2]1[CH:15]=[CH:14][C:13]2[S:12][C:11]3[C:6]4=[C:7]([C:17](=[O:27])[C:18]([CH2:20][C:21]5[CH:22]=[N:23][CH:24]=[N:25][CH:26]=5)=[CH:19][N:5]4[C:4]=2[CH:3]=1)[CH:8]=[C:9]([O:16][CH2:30][C:31]1[CH:32]=[N:33][CH:34]=[CH:35][CH:36]=1)[CH:10]=3 |f:1.2|. Starting materials: NC1=CC=C(C=C1)CCCC(=O)OC (methyl 4-(4-aminophenyl)butanoate), [NH4+].[OH-] (NH4OH). Run in CO (CH3OH). Yields the product NC1=CC=C(C=C1)CCCC(=O)N (4-(4-aminophenyl)butanamide). Isolated yield 70.0%. Reaction SMILES: [NH2:1][C:2]1[CH:7]=[CH:6][C:5]([CH2:8][CH2:9][CH2:10][C:11]([O:13]C)=O)=[CH:4][CH:3]=1.[NH4+:15].[OH-]>CO>[NH2:1][C:2]1[CH:7]=[CH:6][C:5]([CH2:8][CH2:9][CH2:10][C:11]([NH2:15])=[O:13])=[CH:4][CH:3]=1 |f:1.2|. Procedure: To a solution of compound 27 (300 mg, 1.55 mmol) in CH3OH (5 mL) was added NH4OH (32) at room temperature with stirring. The reaction mixture was stirred at room temperature for 6 h and concentrated in vacuo. The residue was diluted with water and extracted with DCM/CH3OH (10:1). The combined organic layers were dried over Na2SO4 and concentrated to dryness to give compound 33 (194 mg, 70%) as a white solid. The crude product was used directly for the next step without purification. The reactants are ClCCCl, Cl, Oc1ccc(C(F)(F)F)cc1. Yields the product Oc1ccc(C(F)(F)F)cc1Cl. RXN SMILES: [CH2:13]([Cl:14])[CH2:16][Cl:15].[Cl:1].[F:2][C:3]([c:4]1[cH:5][cH:6][c:7]([OH:10])[cH:8][cH:9]1)([F:11])[F:12]>>[F:2][C:3]([c:4]1[cH:5][cH:6][c:7]([OH:10])[c:8]([Cl:15])[cH:9]1)([F:11])[F:12]. Reactants: [H-].[Na+] (sodium hydride), ICCCCC (1-iodopentane), C(C)(=O)NC1=C(C=C(C=C1)C=1OC2=C(C(C1)=O)C(=C(C(=C2F)C)F)N)F (2-(4-acetylamino-3-fluorophenyl)-5-amino-6,8-difluoro-7-methyl-4H-1-benzopyran-4-one), [H-].[Na+] (sodium hydride), ICCCCC (1-iodopentane), [Cl-].[NH4+] (ammonium chloride). Solvent: CN(C=O)C (dimethylformamide). Reaction conditions: time 4 hour. Product: C(C)(=O)N(CCCCC)C1=C(C=C(C=C1)C=1OC2=C(C(C1)=O)C(=C(C(=C2F)C)F)NCCCCC)F (2-[4-[N-acetyl-N-(1-pentyl)amino]-3-fluorophenyl]-6,8-difluoro-7-methyl-5-(1-pentylamino)-4H-1-benzopyran-4-one). Yield: 43.2%. As a reaction SMILES: [C:1]([NH:4][C:5]1[CH:10]=[CH:9][C:8]([C:11]2[O:12][C:13]3[C:21]([F:22])=[C:20]([CH3:23])[C:19]([F:24])=[C:18]([NH2:25])[C:14]=3[C:15](=[O:17])[CH:16]=2)=[CH:7][C:6]=1[F:26])(=[O:3])[CH3:2].[H-].[Na+].I[CH2:30][CH2:31][CH2:32][CH2:33][CH3:34].[Cl-].[NH4+]>CN(C)C=O>[C:1]([N:4]([C:5]1[CH:10]=[CH:9][C:8]([C:11]2[O:12][C:13]3[C:21]([F:22])=[C:20]([CH3:23])[C:19]([F:24])=[C:18]([NH:25][CH2:7][CH2:6][CH2:5][CH2:10][CH3:9])[C:14]=3[C:15](=[O:17])[CH:16]=2)=[CH:7][C:6]=1[F:26])[CH2:30][CH2:31][CH2:32][CH2:33][CH3:34])(=[O:3])[CH3:2] |f:1.2,4.5|. Procedure details: 510 mg (1.41 mmol) of 2-(4-acetylamino-3-fluorophenyl)-5-amino-6,8-difluoro-7-methyl-4H-1-benzopyran-4-one obtained in Example 109 (1) was dissolved in 30 mL of dimethylformamide under argon atmosphere, 58 mg (1.5 mmol) of sodium hydride (60% oil dispersion) and 0.37 mL (2.8 mmol) of 1-iodopentane were added under ice-cooling and the mixture was stirred at room temperature for 4 hours. The reaction solution was cooled on ice, 117 mg (2.93 mmol) of sodium hydride (60% oil dispersion) and 0.37 mL ...